Dataset: the Open Reaction Database (ORD), a public repository of structured organic reaction records. Task: describe an organic reaction: reactants, conditions, products, and yield Run at temperature 120 celsius. The product is N1=CN(C2=NC=CC=C21)CC2=CC1=C(N=C(O1)N[C@H]1[C@@H](CC3=CC=CC=C13)O)C=C2 ((1R,2R)-1-((6-((3H-imidazo[4,5-b]pyridin-3-yl)methyl)benzo[d]oxazol-2-yl)amino)-2,3-dihydro-1H-inden-2-ol). Run in CC(=O)N(C)C (DMA). Reactants: N1=CN(C2=NC=CC=C21)CC2=CC1=C(N=C(O1)S(=O)C)C=C2 (6-((3H-imidazo[4,5-b]pyridin-3-yl)methyl)-2-(methylsulfinyl)benzo[d]oxazole), C1[C@H]([C@@H](C2=CC=CC=C21)N)O ((1R,2R)-(−)-trans-1-amino-2-indanol), CCN(C(C)C)C(C)C (DIEA). Reported procedure: A stirred mixture of 6-((3H-imidazo[4,5-b]pyridin-3-yl)methyl)-2-(methylthio)benzo[d]oxazole (108 mg, 0.346 mmol) from Step 5 of Example 56, (1R,2R)-(−)-trans-1-amino-2-indanol (104 mg, 0.698 mmol), and DIEA (90 mg, 0.698 mmol) in anhydrous DMA (1.5 mL) was sealed and heated in a Biotage microwave synthesizer at 120° C. for 30 min. The reaction mixture was cooled to rt and purified directly by reverse-phase HPLC using a mixture of water (5% CH3CN, 0.05% HCOOH) and CH3CN (0.05% HCOOH) as the mobi... As a reaction SMILES: [N:1]1[C:9]2[C:4](=[N:5][CH:6]=[CH:7][CH:8]=2)[N:3]([CH2:10][C:11]2[CH:22]=[CH:21][C:14]3[N:15]=[C:16](S(C)=O)[O:17][C:13]=3[CH:12]=2)[CH:2]=1.[CH2:23]1[C:31]2[C:26](=[CH:27][CH:28]=[CH:29][CH:30]=2)[C@@H:25]([NH2:32])[C@@H:24]1[OH:33].CCN(C(C)C)C(C)C>CC(N(C)C)=O>[N:1]1[C:9]2[C:4](=[N:5][CH:6]=[CH:7][CH:8]=2)[N:3]([CH2:10][C:11]2[CH:22]=[CH:21][C:14]3[N:15]=[C:16]([NH:32][C@@H:25]4[C:26]5[C:31](=[CH:30][CH:29]=[CH:28][CH:27]=5)[CH2:23][C@H:24]4[OH:33])[O:17][C:13]=3[CH:12]=2)[CH:2]=1. Isolated yield 25.5%.